Dataset: the Open Reaction Database (ORD), a public repository of structured organic reaction records. Task: describe an organic reaction: reactants, conditions, products, and yield Starting materials: N=1NN=NC1CNC=1C=C2C=NN(C2=CC1)OCC1=CC=CC=C1 (N-((2H-tetrazol-5-yl)methyl)-1-(benzyloxy)-1H-indazol-5-amine). Reagents/catalysts: [Pd] (Pd on charcoal). The solvent is CO (MeOH). Conditions: time 8 hour. Yields the product N=1NN=NC1CNC=1C=C2C=NN(C2=CC1)O (5-(((2H-TETRAZOL-5-YL)METHYL)AMINO)-1H-INDAZOL-1-OL). Reaction SMILES: [N:1]1[NH:2][N:3]=[N:4][C:5]=1[CH2:6][NH:7][C:8]1[CH:9]=[C:10]2[C:14](=[CH:15][CH:16]=1)[N:13]([O:17]CC1C=CC=CC=1)[N:12]=[CH:11]2>CO.[Pd]>[N:4]1[NH:3][N:2]=[N:1][C:5]=1[CH2:6][NH:7][C:8]1[CH:9]=[C:10]2[C:14](=[CH:15][CH:16]=1)[N:13]([OH:17])[N:12]=[CH:11]2. Procedure: To a solution of N-((2H-tetrazol-5-yl)methyl)-1-(benzyloxy)-1H-indazol-5-amine (43 mg, 0.14 mmol) in dry MeOH (10 mL) was added 10% Pd on charcoal (5 mg). The reaction was stirred under hydrogen atmosphere overnight, and then the solution was filtered over filter paper. Solvent was removed using a rotatory evaporator to provide the desired product, 76, (32 mg, 0.14 mmol) as a pale green solid in quantitative yield. 1H NMR (500 MHz, DMSO) δ 7.95 (s, 1H), 7.72 (s, 1H), 7.60 (d, J=8.5 Hz, 1H), 7.02... Reactants: CC(C)(C)OC(=O)NCCN, FC(F)(F)c1ccc2c(Cl)ccnc2c1. Yields the product NCCNc1ccnc2cc(C(F)(F)F)ccc12. As a reaction SMILES: [C:16]([O:17][C:18](=[O:19])[NH:22][CH2:23][CH2:24][NH2:25])([CH3:20])([CH3:21])[CH3:26].[Cl:1][c:2]1[cH:3][cH:4][n:5][c:6]2[cH:7][c:8]([C:12]([F:13])([F:14])[F:15])[cH:9][cH:10][c:11]12>>[c:2]1([NH:22][CH2:23][CH2:24][NH2:25])[cH:3][cH:4][n:5][c:6]2[cH:7][c:8]([C:12]([F:13])([F:14])[F:15])[cH:9][cH:10][c:11]12. The reactants are OC1=NCCCCC1, COC, CO, N#CCc1ccc(Cl)cc1, C1=CC2CCCCN2NCC1. The product is N#CC(=C1CCCCCN1)c1ccc(Cl)cc1. As a reaction SMILES: [C:14]1([OH:21])=[N:20][CH2:19][CH2:18][CH2:17][CH2:16][CH2:15]1.[CH3:11][O:12][CH3:13].[CH3:33][OH:34].[Cl:1][c:2]1[cH:3][cH:4][c:5]([CH2:6][C:7]#[N:8])[cH:9][cH:10]1.[N:22]12[CH2:23][CH2:24][CH2:25][CH2:26][CH:27]1[CH:28]=[CH:29][CH2:30][CH2:31][NH:32]2>>[Cl:1][c:2]1[cH:3][cH:4][c:5]([C:6]([C:7]#[N:8])=[C:14]2[CH2:15][CH2:16][CH2:17][CH2:18][CH2:19][NH:20]2)[cH:9][cH:10]1. Reactants: Brc1cccnc1, COC(=O)c1cc2c([Sn](C)(C)C)cccc2s1, CCOC(C)=O, CCCCCC, [Cl-], [Li+], CN(C)C=O. Product: COC(=O)c1cc2c(-c3cccnc3)cccc2s1. RXN SMILES: [Br:18][c:19]1[cH:20][n:21][cH:22][cH:23][cH:24]1.[CH3:1][Sn:2]([c:3]1[cH:4][cH:5][cH:6][c:7]2[s:8][c:9]([C:12](=[O:13])[O:14][CH3:15])[cH:10][c:11]12)([CH3:16])[CH3:17].[CH3:27][CH2:28][O:29][C:30]([CH3:31])=[O:32].[CH3:33][CH2:34][CH2:35][CH2:36][CH2:37][CH3:38].[Cl-:25].[Li+:26].[O:39]=[CH:40][N:41]([CH3:42])[CH3:43]>>[c:3]1(-[c:19]2[cH:20][n:21][cH:22][cH:23][cH:24]2)[cH:4][cH:5][cH:6][c:7]2[s:8][c:9]([C:12](=[O:13])[O:14][CH3:15])[cH:10][c:11]12.